From a dataset of the Open Reaction Database (ORD), a public repository of structured organic reaction records. describe an organic reaction: reactants, conditions, products, and yield Reactants: C(C)(C)(C)OC(=O)N1C[C@H](CC1)NC(=O)C1=CC2=C(N(C(=N2)NC=2SC3=C(N2)C=CC(=C3)Cl)C)C=C1 ((S)-3-{[2-(6-chloro-benzothiazol-2-ylamino)-1-methyl-1H-benzoimidazole-5-carbonyl]-amino}-pyrrolidine-1-carboxylic acid tert-butyl ester). Solvent: Cl (HCl), O1CCOCC1 (dioxane). The product is Cl.Cl.N1C[C@H](CC1)NC(=O)C1=CC2=C(N(C(=N2)NC=2SC3=C(N2)C=CC(=C3)Cl)C)C=C1 (2-(6-Chloro-benzothiazol-2-ylamino)-1-methyl-1H-benzoimidazole-5-carboxylic acid (S)-pyrrolidin-3-ylamide dihydrochloride). The yield is 248.2%. As a reaction SMILES: C(OC([N:8]1[CH2:12][CH2:11][C@H:10]([NH:13][C:14]([C:16]2[CH:36]=[CH:35][C:19]3[N:20]([CH3:34])[C:21]([NH:23][C:24]4[S:25][C:26]5[CH:32]=[C:31]([Cl:33])[CH:30]=[CH:29][C:27]=5[N:28]=4)=[N:22][C:18]=3[CH:17]=2)=[O:15])[CH2:9]1)=O)(C)(C)C>Cl.O1CCOCC1>[ClH:33].[ClH:33].[NH:8]1[CH2:12][CH2:11][C@H:10]([NH:13][C:14]([C:16]2[CH:36]=[CH:35][C:19]3[N:20]([CH3:34])[C:21]([NH:23][C:24]4[S:25][C:26]5[CH:32]=[C:31]([Cl:33])[CH:30]=[CH:29][C:27]=5[N:28]=4)=[N:22][C:18]=3[CH:17]=2)=[O:15])[CH2:9]1 |f:3.4.5|. Procedure: 2-(6-Chloro-benzothiazol-2-ylamino)-1-methyl-1H-benzoimidazole-5-carboxylic acid (S)-pyrrolidin-3-ylamide dihydrochloride (51 mg) was prepared by following General Procedure L starting from (S)-3-{[2-(6-chloro-benzothiazol-2-ylamino)-1-methyl-1H-benzoimidazole-5-carbonyl]-amino}-pyrrolidine-1-carboxylic acid tert-butyl ester (65 mg) in 4M HCl in dioxane (1 mL). Yields the product ClC=1C=CC(=NC1)NC(=O)C1=C(C=C(C(=O)O)C=C1)NC(=O)[C@@H]1CC[C@H](CC1)N1C(COCC1)=O (4-{[(5-Chloropyridin-2-yl)amino]carbonyl}-3-({[trans-4-(3-oxomorpholin-4-yl)cyclohexyl]carbonyl}amino)-benzoic acid). Solvent: C(Cl)(Cl)Cl (chloroform). The reactants are Cl.O1CCOCC1 (hydrogen chloride dioxane), ClC=1C=CC(=NC1)NC(=O)C1=C(C=C(C(=O)OC(C)(C)C)C=C1)NC(=O)[C@@H]1CC[C@H](CC1)N1C(COCC1)=O (t-Butyl 4-{[(5-chloropyridin-2-yl)amino]-carbonyl}-3-({[trans-4-(3-oxomorpholin-4-yl)cyclohexyl]-carbonyl}amino)benzoate), C(C)(C)OC(C)C (diisopropyl ether). Yield: 106.3%. Reported procedure: t-Butyl 4-{[(5-chloropyridin-2-yl)amino]carbonyl}-3-({[trans-4-(3-oxomorpholin-4-yl)cyclohexyl]carbonyl}amino)-benzoate (293 mg) obtained in Example 2 is dissolved in chloroform (10 ml), and thereto is added 4N hydrogen chloride-dioxane solution (10 ml) followed by stirring at room temperature for 3 days. To the reaction solution is poured diisopropyl ether, and the solid precipitates are collected by filtration to give the title compound (280 mg). ESI-MS M/Z: 499/501[M−H]− Reaction conditions: time 3 day. Reaction SMILES: [Cl:1][C:2]1[CH:3]=[CH:4][C:5]([NH:8][C:9]([C:11]2[CH:23]=[CH:22][C:14]([C:15]([O:17]C(C)(C)C)=[O:16])=[CH:13][C:12]=2[NH:24][C:25]([C@H:27]2[CH2:32][CH2:31][C@H:30]([N:33]3[CH2:38][CH2:37][O:36][CH2:35][C:34]3=[O:39])[CH2:29][CH2:28]2)=[O:26])=[O:10])=[N:6][CH:7]=1.Cl.O1CCOCC1.C(OC(C)C)(C)C>C(Cl)(Cl)Cl>[Cl:1][C:2]1[CH:3]=[CH:4][C:5]([NH:8][C:9]([C:11]2[CH:23]=[CH:22][C:14]([C:15]([OH:17])=[O:16])=[CH:13][C:12]=2[NH:24][C:25]([C@H:27]2[CH2:32][CH2:31][C@H:30]([N:33]3[CH2:38][CH2:37][O:36][CH2:35][C:34]3=[O:39])[CH2:29][CH2:28]2)=[O:26])=[O:10])=[N:6][CH:7]=1 |f:1.2|. Solvent: C(Cl)(Cl)(Cl)Cl (Carbon tetrachloride), C(Cl)(Cl)(Cl)Cl (carbon tetrachloride). The reagents and catalysts are C(C1=CC=CC=C1)(=O)OOC(C1=CC=CC=C1)=O (benzoyl peroxide). As a reaction SMILES: [F:1][C:2]1([F:12])[O:6][C:5]2[CH:7]=[CH:8][C:9]([CH3:11])=[CH:10][C:4]=2[O:3]1.[Br:13]N1C(=O)CCC1=O>C(OOC(=O)C1C=CC=CC=1)(=O)C1C=CC=CC=1.C(Cl)(Cl)(Cl)Cl>[F:12][C:2]1([F:1])[O:6][C:5]2[CH:7]=[CH:8][C:9]([CH2:11][Br:13])=[CH:10][C:4]=2[O:3]1. Procedure: A mixture of 2,2-difluoro-5-methyl-1,3-benzodioxole (29.0 g, 0.169 mole), N-bromosuccinimide (30.1 g, 0.169 mole), benzoyl peroxide (0.5 g) and carbon tetrachloride (50 ml) is refluxed for 2.5 hours. Carbon tetrachloride (50 ml) is then added to the hot reaction mixture and the solids are filtered off. The filtrate and washings are evaporated to yield 41.0 g of product as a brown oil; nmr (CCl4) δ 4.38 (S, 2H), 6.8-7.4 (m, 3H). The product is used without purification in the next step. The reactants are FC1(OC2=C(O1)C=CC(=C2)C)F (2,2-difluoro-5-methyl-1,3-benzodioxole), BrN1C(CCC1=O)=O (N-bromosuccinimide). Product: FC1(OC2=C(O1)C=CC(=C2)CBr)F (2,2-Difluoro-5-bromomethyl-1,3-benzodioxole). Isolated yield 96.6%.